Task: describe an organic reaction: reactants, conditions, products, and yield. Dataset: the Open Reaction Database (ORD), a public repository of structured organic reaction records Starting materials: FC(C(=O)OCC)(F)F (ethyl trifluoroacetate), C(C)(C)(C)OC(=O)N[C@@H](CO)C(=O)NCC=1SC=CN1 (2-[(N-tert-butoxycarbonyl-L-seryl)amino]methylthiazole), FC(C(=O)O)(F)F (trifluoroacetic acid). Solvent: C(C)N(CC)CC (triethylamine). Run at time 30 minute. The product is FC(C(=O)N[C@@H](CO)C(=O)NCC=1SC=CN1)(F)F (2-[(N-trifluoroacetyl-L-seryl)amino]methylthiazole). As a reaction SMILES: C([O:5][C:6]([NH:8][C@H:9]([C:12]([NH:14][CH2:15][C:16]1[S:17][CH:18]=[CH:19][N:20]=1)=[O:13])[CH2:10][OH:11])=O)(C)(C)C.[F:21][C:22]([F:27])([F:26])C(O)=O.FC(F)(F)C(OCC)=O>C(N(CC)CC)C>[F:21][C:22]([F:27])([F:26])[C:6]([NH:8][C@H:9]([C:12]([NH:14][CH2:15][C:16]1[S:17][CH:18]=[CH:19][N:20]=1)=[O:13])[CH2:10][OH:11])=[O:5]. Procedure details: A 1.540 g portion of 2-[(N-tert-butoxycarbonyl-L-seryl)amino]methylthiazole and 15 ml of trifluoroacetic acid were added, and the mixture was stirred for 30 minutes. The reaction mixture was concentrated to dryness under reduced pressure. To the solution of (L-seryl)aminomethylthiazole trifluoroacetatate salt thus obtained in 50 ml of methylene chloride were added with stirring 2.73 g of triethylamine and 3.84 g of ethyl trifluoroacetate. The mixture was stirred at room temperature for 3 hours, ... Reactants: CCc1c(I)[nH]c(C=O)c1C(=O)OCc1ccccc1, OB(O)c1ccc(F)cc1, OB(O)c1ccncc1. The product is CCc1c(-c2ccncc2)[nH]c(C=O)c1C(=O)OCc1ccccc1. Reaction SMILES: [CH2:1]([CH3:2])[c:3]1[c:4]([C:11](=[O:12])[O:13][CH2:14][c:15]2[cH:16][cH:17][cH:18][cH:19][cH:20]2)[c:5]([CH:9]=[O:10])[nH:6][c:7]1[I:8].[OH:21][B:22]([c:23]1[cH:24][cH:25][c:26]([F:27])[cH:28][cH:29]1)[OH:30].[n:31]1[cH:32][cH:33][c:34]([B:37]([OH:38])[OH:39])[cH:35][cH:36]1>>[CH2:1]([CH3:2])[c:3]1[c:4]([C:11](=[O:12])[O:13][CH2:14][c:15]2[cH:16][cH:17][cH:18][cH:19][cH:20]2)[c:5]([CH:9]=[O:10])[nH:6][c:7]1-[c:34]1[cH:33][cH:32][n:31][cH:36][cH:35]1. Starting materials: monothioresorcinol, ClC1=CC=C(C=C1)SCCCI (1-(4-chlorophenylthio)-3-iodopropane), C([O-])([O-])=O.[K+].[K+] (potassium carbonate). The solvent is CC(=O)C (acetone). Run at time 24 hour. The product is ClC1=CC=C(C=C1)SCCCSC=1C=C(C=CC1)O (3-(4-chlorophenylthiopropylthio)phenol). The yield is 93.2%. RXN SMILES: [Cl:1][C:2]1[CH:7]=[CH:6][C:5]([S:8][CH2:9][CH2:10][CH2:11]I)=[CH:4][CH:3]=1.[C:13](=[O:16])([O-])[O-].[K+].[K+]>CC(C)=O>[Cl:1][C:2]1[CH:7]=[CH:6][C:5]([S:8][CH2:9][CH2:10][CH2:11][S:8][C:5]2[CH:6]=[C:13]([OH:16])[CH:2]=[CH:3][CH:4]=2)=[CH:4][CH:3]=1 |f:1.2.3|. Reported procedure: A mixture of 12.6 g of monothioresorcinol, 31.3 g of 1-(4-chlorophenylthio)-3-iodopropane (prepared from 4-chlorothiophenol and 1-bromo-3-chloropropane followed by replacement of chlorine by iodine with sodium iodide in acetone), 16.6 g of potassium carbonate and 60 ml of acetone was stirred at room temperature for 24 hours, then the solvent was removed by distillation under reduced pressure, methylene chloride was added, the solution was washed several times with water and dried, and then 14.5 ... The reactants are S1C(=CSCC1)C(=O)O (5,6-dihydro-1,4-dithiin-2-carboxylic acid), S(=O)(Cl)Cl (thionyl chloride). The product is S1C(=CSCC1)C(=O)Cl (5,6-Dihydro-1,4-dithiin-2-carbonyl chloride). RXN SMILES: [S:1]1[CH2:6][CH2:5][S:4][CH:3]=[C:2]1[C:7]([OH:9])=O.S(Cl)([Cl:12])=O>>[S:1]1[CH2:6][CH2:5][S:4][CH:3]=[C:2]1[C:7]([Cl:12])=[O:9]. Procedure: A suspension of 5,6-dihydro-1,4-dithiin-2-carboxylic acid (13.1 g) in thionyl chloride (60 cc) is gradually heated to reflux. After 30 minutes under reflux, the solution obtained is concentrated to dryness at 50° C. under reduced pressure (4 kPa) and the oily residue obtained is washed with cyclohexane (2×100 cc). The decanted oil is dried at 50° C. under reduced pressure (4 kPa). 5,6-Dihydro-1,4-dithiin-2-carbonyl chloride (15.8 g) is thereby obtained, and this is used as it is in the following... The product is C(#N)C1=C(C=CC=C1)C1=CC2=C(NC(=N2)C(C(F)(F)F)(F)F)C=C1 (5-(2-cyanophenyl)-2-pentafluoroethyl-1H-benzimidazole). RXN SMILES: [NH2:1][C:2]1[CH:3]=[C:4]([C:9]2[CH:16]=[CH:15][CH:14]=[CH:13][C:10]=2[C:11]#[N:12])[CH:5]=[CH:6][C:7]=1[NH2:8].[F:17][C:18]([F:26])([F:25])[C:19]([F:24])([F:23])[C:20](O)=O>>[C:11]([C:10]1[CH:13]=[CH:14][CH:15]=[CH:16][C:9]=1[C:4]1[CH:5]=[CH:6][C:7]2[NH:8][C:20]([C:19]([F:24])([F:23])[C:18]([F:26])([F:25])[F:17])=[N:1][C:2]=2[CH:3]=1)#[N:12]. Run at temperature 115 celsius. Procedure: 2-(3,4-Diaminophenyl)benzonitrile (9.6 mmoles, 2.0 g) was dissolved in 40 ml of pentafluoropropionic acid and heated at 115° C. for 20 hours. After cooling, the solvent was removed in vacuo. The residue was dissolved in ethyl acetate. The ethyl acetate solution was added slowly to saturated sodium bicarbonate. The intermediate was extracted with ethyl acetate, washed with brine, dried over sodium sulfate and concentrated. The residue was chromatographed over silica gel eluted with 25% ethyl acet... Reactants: NC=1C=C(C=CC1N)C1=C(C#N)C=CC=C1 (2-(3,4-Diaminophenyl)benzonitrile), FC(C(C(=O)O)(F)F)(F)F (pentafluoropropionic acid).